This data is from the Open Reaction Database (ORD), a public repository of structured organic reaction records. The task is: describe an organic reaction: reactants, conditions, products, and yield The reactants are [Cl-].[NH4+] (ammonium chloride), C(C)(C)(C)C1=CC=C(C(=O)Cl)C=C1 (4-t-butyl-benzoyl chloride), C(CC(=O)OCC)(=O)OCC (diethyl malonate), [H-].[Na+] (sodium hydride). The solvent is O1CCCC1 (tetrahydrofuran). Product: C(C)(C)(C)C1=CC=C(C(=O)C(C(=O)OCC)C(=O)OCC)C=C1 (Diethyl 4-t-Butyl-benzoylmalonate). Yield: 87.8%. As a reaction SMILES: [C:1]([C:5]1[CH:13]=[CH:12][C:8]([C:9](Cl)=[O:10])=[CH:7][CH:6]=1)([CH3:4])([CH3:3])[CH3:2].[C:14]([O:22][CH2:23][CH3:24])(=[O:21])[CH2:15][C:16]([O:18][CH2:19][CH3:20])=[O:17].[H-].[Na+].[Cl-].[NH4+]>O1CCCC1>[C:1]([C:5]1[CH:13]=[CH:12][C:8]([C:9]([CH:15]([C:16]([O:18][CH2:19][CH3:20])=[O:17])[C:14]([O:22][CH2:23][CH3:24])=[O:21])=[O:10])=[CH:7][CH:6]=1)([CH3:4])([CH3:3])[CH3:2] |f:2.3,4.5|. Reported procedure: A mixture of 25.3 g of 4-t-butyl-benzoyl chloride, 30.9 g of diethyl malonate and 500 ml of tetrahydrofuran was stirred under cooling with ice and then stirred with 5.9 g of 55% sodium hydride for another 1 hour. To the reaction solution, 200 ml of aqueous ammonium chloride was added, and the tetrahydrofuran was removed by evaporation under reduced pressure. The residue was extracted with chloroform. The extract was dried over anhydrous sodium sulfate and concentrated under reduced pressure to g... The reactants are C(=O)(O)[O-].[Na+] (NaHCO3), S(=O)(Cl)Cl (Thionyl chloride), ClC1=C(C(=CC(=C1)C(F)(F)F)Cl)N1N=C2C(=C1)C(CC2)O (2-[2,6-Dichloro-4-(trifluoromethyl)phenyl]-2,4,5,6-tetrahydrocyclopenta[c]pyrazol-4-ol), CCOC(=O)C (EtOAc). The solvent is C1CCOC1 (THF). Reaction conditions: time 2 hour. Product: ClC1=C(C(=CC(=C1)C(F)(F)F)Cl)N1N=C2C(=C1)C(CC2)Cl (2-[2,6-Dichloro-4-(trifluoromethyl)phenyl]-4-chloro-2,4,5,6-tetrahydrocyclopenta[c]pyrazole). Reaction SMILES: S(Cl)([Cl:3])=O.[Cl:5][C:6]1[CH:11]=[C:10]([C:12]([F:15])([F:14])[F:13])[CH:9]=[C:8]([Cl:16])[C:7]=1[N:17]1[CH:21]=[C:20]2[CH:22](O)[CH2:23][CH2:24][C:19]2=[N:18]1.CCOC(C)=O.C([O-])(O)=O.[Na+]>C1COCC1>[Cl:5][C:6]1[CH:11]=[C:10]([C:12]([F:15])([F:14])[F:13])[CH:9]=[C:8]([Cl:16])[C:7]=1[N:17]1[CH:21]=[C:20]2[CH:22]([Cl:3])[CH2:23][CH2:24][C:19]2=[N:18]1 |f:3.4|. Procedure details: Thionyl chloride (0.1 mL, 1.37 mmol) was added to a solution of (62) (100.0 mg, 0.29 mmol) in THF (2 mL). After stirring for 2 hours at ambient temperature, EtOAc (10 mL) was added and the resulting mixture was poured into 5% aq. NaHCO3 (20 mL) at 4° C. The resulting mixture was extracted with EtOAc (10 mL). The organic layer was washed with 5% NaHCO3 (20 mL) at 4° C., dried (Na2SO4) and concentrated in vacuo to give the title compound as a pale solid in quantitative yield. 1H NMR (CDCl3); δ 7.7... Starting materials: O1CCOC12CCC(CC2)C=O (1,4-dioxaspiro[4.5]decane-8-carbaldehyde), C(C)(C)[Mg]Br (isopropylmagnesium bromide). The solvent is C1CCOC1 (THF). Conditions: temperature -78 celsius, time 8 hour. Yields the product CC(C(O)C1CCC2(OCCO2)CC1)C (2-methyl-1-(1,4-dioxaspiro[4.5]decan-8-yl)propan-1-ol). Reaction SMILES: [O:1]1[C:5]2([CH2:10][CH2:9][CH:8]([CH:11]=[O:12])[CH2:7][CH2:6]2)[O:4][CH2:3][CH2:2]1.[CH:13]([Mg]Br)([CH3:15])[CH3:14]>C1COCC1>[CH3:14][CH:13]([CH3:15])[CH:11]([CH:8]1[CH2:9][CH2:10][C:5]2([O:4][CH2:3][CH2:2][O:1]2)[CH2:6][CH2:7]1)[OH:12]. Procedure details: To a solution of 1,4-dioxaspiro[4.5]decane-8-carbaldehyde (693 mg, 4.07 mmol, prepared as described in Pearson, et al. in J. Org. Chem. 1997, 62(16), 5284-5292) in THF (20 mL) cooled to −78° C. under argon was added a isopropylmagnesium bromide (6 mL, 12 mmol, 1 M in THF) dropwise. After the complete addition, the reaction mixture was allowed to reach room temperature overnight. It was then re-cooled to −78° C. and quenched with saturated NaHCO3 solution and warmed to room temperature. After ext... Reactants: Cl (HCl), C(C)(C)(C)OC(=O)N(CCCCC(=O)OC)C1=NC=CC=C1 (methyl 5-[(tert-butoxycarbonyl)(pyridin-2-yl)amino]pentanoate), [OH-].[Na+] (NaOH). Solvent: CO (MeOH), O (water), CO (MeOH). Conditions: time 8 hour. Product: C(C)(C)(C)OC(=O)N(CCCCC(=O)O)C1=NC=CC=C1 (5-[(tert-butoxycarbonyl)(pyridin-2-yl)amino]pentanoic acid). Isolated yield 67.9%. As a reaction SMILES: [OH-].[Na+].[C:3]([O:7][C:8]([N:10]([C:19]1[CH:24]=[CH:23][CH:22]=[CH:21][N:20]=1)[CH2:11][CH2:12][CH2:13][CH2:14][C:15]([O:17]C)=[O:16])=[O:9])([CH3:6])([CH3:5])[CH3:4].Cl>O.CO>[C:3]([O:7][C:8]([N:10]([C:19]1[CH:24]=[CH:23][CH:22]=[CH:21][N:20]=1)[CH2:11][CH2:12][CH2:13][CH2:14][C:15]([OH:17])=[O:16])=[O:9])([CH3:6])([CH3:4])[CH3:5] |f:0.1|. Procedure details: NaOH (240 mg, 6 mmol) was dissolved in water (3 mL) and MeOH (10 mL). This solution was added to methyl 5-[(tert-butoxycarbonyl)(pyridin-2-yl)amino]pentanoate (200 mg, 0.64 mmol) dissolved in MeOH (15 mL). The mixture was stirred at room temperature overnight. The reaction mixture was neutralized with 2N HCl to pH 7. The solvent was removed under reduced pressure. A citric acid solution (10 mL) was added and the mixture was extracted with ethyl acetate, dried (MgSO4) and concentrated to give 128... The reactants are C(C)(C)(C)OC(=O)N1CCC(CC1)(C)O (4-hydroxy-4-methylpiperidine-1-carboxylic acid tert-butyl ester), OC1=C(C=CC=C1)C(F)(F)F (2-hydroxybenzotrifluoride), C1(=CC=CC=C1)P(C1=CC=CC=C1)C1=CC=CC=C1 (triphenylphosphine), N(=NC(=O)OCC)C(=O)OCC (diethyl azocarboxylate). The solvent is C1(=CC=CC=C1)C (toluene). Yields the product CC1(CCNCC1)OC1=C(C=CC=C1)C(F)(F)F (4-METHYL-4-(2-TRIFLUOROMETHYLPHENOXY)PIPERIDINE), C(C)(C)(C)OC(=O)N1CCC(CC1)(OC1=C(C=CC=C1)C(F)(F)F)C (4-methyl-4-(2-trifluoromethyl-phenoxy)piperidine-1-carboxylic acid tert-butyl ester). Reaction SMILES: [C:1]([O:5][C:6]([N:8]1[CH2:13][CH2:12][C:11]([OH:15])([CH3:14])[CH2:10][CH2:9]1)=[O:7])([CH3:4])([CH3:3])[CH3:2].[OH:16][C:17]1[CH:22]=[CH:21][CH:20]=[CH:19][C:18]=1[C:23]([F:26])([F:25])[F:24].C1(P(C2C=CC=CC=2)C2C=CC=CC=2)C=CC=CC=1.N(C(OCC)=O)=NC(OCC)=O>C1(C)C=CC=CC=1>[CH3:14][C:11]1([O:15][C:17]2[CH:22]=[CH:21][CH:20]=[CH:19][C:18]=2[C:23]([F:26])([F:25])[F:24])[CH2:10][CH2:9][NH:8][CH2:13][CH2:12]1.[C:1]([O:5][C:6]([N:8]1[CH2:13][CH2:12][C:11]([CH3:14])([O:16][C:17]2[CH:22]=[CH:21][CH:20]=[CH:19][C:18]=2[C:23]([F:24])([F:25])[F:26])[CH2:10][CH2:9]1)=[O:7])([CH3:4])([CH3:2])[CH3:3]. Procedure details: To a stirred solution of 4-hydroxy-4-methylpiperidine-1-carboxylic acid tert-butyl ester (0.500 g, 2.32 mmol) in toluene (10 mL) was added 2-hydroxybenzotrifluoride (0.414 g, 2.56 mmol), triphenylphosphine (0.682 g, 2.555 mmol) and diethyl azocarboxylate (0.5 mL, 2.56 mmol). The resulting mixture was stirred at reflux for 18 hours. Toluene was removed in vacuo and the obtained crude product was purified by column chromatography to yield the desired product, 4-methyl-4-(2-trifluoromethyl-phenoxy)... Isolated yield 19.8%. Solvent: S(=O)(Cl)Cl (thionyl chloride). Product: N1N=CC(=C1)C1=CC(=CS1)C(=O)N1C(CCC1)C1=NC=CC=C1 ([5-(1H-Pyrazol-4-yl)-thiophen-3-yl]-(2-pyridin-2-yl-pyrrolidin-1-yl)-methanone). The reactants are N1N=CC(=C1)C1=CC(=CS1)C(=O)O (5-(1H-Pyrazol-4-yl)-thiophene-3-carboxylic acid), N1C(CCC1)C1=NC=CC=C1 (2-Pyrrolidin-2-yl-pyridine), C(C)#N (acetonitrile). Run at temperature 60 celsius, time 30 minute. Procedure details: 5-(1H-Pyrazol-4-yl)-thiophene-3-carboxylic acid (0.075 g, 0.39 mmol) was suspended in thionyl chloride (1 mL) and the mixture heated at 60° C. for 1 hour. The mixture was cooled and concentrated by evaporation, azeotroping with toluene (×3). 2-Pyrrolidin-2-yl-pyridine (0.173 g, 1.17 mmol) and acetonitrile (1.5 mL) were added and the reaction mixture stirred for 30 minutes and then the solvent was removed by evaporation. The crude material was purified by HPLC, eluting with 5%-95% acetonitrile in... RXN SMILES: [NH:1]1[CH:5]=[C:4]([C:6]2[S:10][CH:9]=[C:8]([C:11]([OH:13])=O)[CH:7]=2)[CH:3]=[N:2]1.[NH:14]1[CH2:18][CH2:17][CH2:16][CH:15]1[C:19]1[CH:24]=[CH:23][CH:22]=[CH:21][N:20]=1.C(#N)C>S(Cl)(Cl)=O>[NH:2]1[CH:3]=[C:4]([C:6]2[S:10][CH:9]=[C:8]([C:11]([N:14]3[CH2:18][CH2:17][CH2:16][CH:15]3[C:19]3[CH:24]=[CH:23][CH:22]=[CH:21][N:20]=3)=[O:13])[CH:7]=2)[CH:5]=[N:1]1. Starting materials: S(=O)(Cl)Cl (Thionyl chloride), COC1=CC=2C(N3C(N(C2C=C1)C)=CC(=N3)C(=O)N)=O (4,9-dihydro-7-methoxy-4-methyl-9-oxo-pyrazolo[5,1-b]quinazoline-2-carboxamide). Solvent: CN(C=O)C (dimethylformamide). Run at temperature 50 celsius. Yields the product COC1=CC=2C(N3C(N(C2C=C1)C)=CC(=N3)C#N)=O (4,9-Dihydro-7-methoxy-4-methyl-9-oxo-pyrazolo[5,1-b]-quinazoline-2-carbonitrile). Reaction SMILES: S(Cl)(Cl)=O.[CH3:5][O:6][C:7]1[CH:16]=[CH:15][C:14]2[N:13]([CH3:17])[C:12]3=[CH:18][C:19]([C:21]([NH2:23])=O)=[N:20][N:11]3[C:10](=[O:24])[C:9]=2[CH:8]=1>CN(C)C=O>[CH3:5][O:6][C:7]1[CH:16]=[CH:15][C:14]2[N:13]([CH3:17])[C:12]3=[CH:18][C:19]([C:21]#[N:23])=[N:20][N:11]3[C:10](=[O:24])[C:9]=2[CH:8]=1. Procedure details: Thionyl chloride (1.5 ml) is added slowly, with stirring to 50 ml of dimethylformamide at 0° C. To this solution is added 2.9 g of 4,9-dihydro-7-methoxy-4-methyl-9-oxo-pyrazolo[5,1-b]quinazoline-2-carboxamide and the mixture is stirred and heated at 50° C. for 18 hrs, then evaporated at reduced pressure. The residue is stirred with 600 ml of ice water and the resulting solid 4,9-dihydro-7-methoxy-4-methyl-9-oxo-pyrazolo-[5,1-b]quinazoline-2-carbonitrile is collected by filtration, washed with wa...